The task is: describe an organic reaction: reactants, conditions, products, and yield. This data is from the Open Reaction Database (ORD), a public repository of structured organic reaction records. Starting materials: FC1=CC=C(C=C1)N1N=C(C=C1C1=CC=C(C=C1)SC)C(=O)N(C)C (1-(4-fluorophenyl)-N,N-dimethyl-5-[4-(methylthio)phenyl)pyrazole-3-carboxamide), [H-].[Al+3].[Li+].[H-].[H-].[H-] (lithium aluminum hydride), C(C)(=O)OCC (ethyl acetate), [OH-].[Na+] (Sodium hydroxide). Solvent: CCOCC (ether), C1=CC=CC=C1 (benzene). Product: CN(C)CC1=NN(C(=C1)C1=CC=C(C=C1)SC)C1=CC=C(C=C1)F (3-(N,N-dimethylaminomethyl)-1-(4-fluorophenyl)-5-[4-(methylthio)phenyl]pyrazole). Yield: 44.9%. RXN SMILES: [F:1][C:2]1[CH:7]=[CH:6][C:5]([N:8]2[C:12]([C:13]3[CH:18]=[CH:17][C:16]([S:19][CH3:20])=[CH:15][CH:14]=3)=[CH:11][C:10]([C:21]([N:23]([CH3:25])[CH3:24])=O)=[N:9]2)=[CH:4][CH:3]=1.[H-].[Al+3].[Li+].[H-].[H-].[H-].[OH-].[Na+].C(OCC)(=O)C>CCOCC.C1C=CC=CC=1>[CH3:24][N:23]([CH2:21][C:10]1[CH:11]=[C:12]([C:13]2[CH:14]=[CH:15][C:16]([S:19][CH3:20])=[CH:17][CH:18]=2)[N:8]([C:5]2[CH:4]=[CH:3][C:2]([F:1])=[CH:7][CH:6]=2)[N:9]=1)[CH3:25] |f:1.2.3.4.5.6,7.8|. Procedure: A mixture of 1-(4-fluorophenyl)-N,N-dimethyl-5-[4-(methylthio)phenyl)pyrazole-3-carboxamide (1.6 g) and lithium aluminum hydride (0.34 g) in ether (8.5 ml) and benzene (13 ml) was stirred and refluxed for 2 hours. 4N Sodium hydroxide (10 ml) was added dropwise and ethyl acetate (20 ml) was added to the mixture. The insoluble was filtered and the filtrate was separated. The organic layer was washed with water, dried and concentrated. The residue (1.2 g) was purified by column chromatography on si...